This data is from the Open Reaction Database (ORD), a public repository of structured organic reaction records. The task is: describe an organic reaction: reactants, conditions, products, and yield The reactants are ClC1=NC=C(C=C1)N (2-chloro-5-aminopyridine), CC(=O)C (acetone), [BH-](OC(=O)C)(OC(=O)C)OC(=O)C.[Na+] (NaBH(OAc)3), CC(=O)O (AcOH). Run in ClC(C)Cl (dichloroethane), [OH-].[Na+] (NaOH). Run at time 24 hour. Product: ClC1=CC=C(C=N1)NC(C)C ((6-chloro-pyridin-3-yl)-isopropyl-amine). The yield is 76.3%. Reaction SMILES: [Cl:1][C:2]1[CH:7]=[CH:6][C:5]([NH2:8])=[CH:4][N:3]=1.[CH3:9][C:10]([CH3:12])=O.[BH-](OC(C)=O)(OC(C)=O)OC(C)=O.[Na+].CC(O)=O>ClC(Cl)C.[OH-].[Na+]>[Cl:1][C:2]1[N:3]=[CH:4][C:5]([NH:8][CH:10]([CH3:12])[CH3:9])=[CH:6][CH:7]=1 |f:2.3,6.7|. Procedure details: To a solution of 2-chloro-5-aminopyridine (500 mg, 3.88 mmol) and acetone (250 μL, 4.27 mmol) in dichloroethane (13 mL) was added NaBH(OAc)3 (989 mg, 4.66 mmol) and AcOH (330 μL, 5.82 mmol). The reaction was stirred for 24 hours and was diluted with 1N NaOH. The aqueous solution was washed with CH2Cl2 (3×). The combined organic solutions were dried (Na2SO4), filtered and concentrated. Purification by medium pressure chromatography eluting with a solvent gradient (2% MeOH in CH2Cl2 to 5% MeOH in ... Starting materials: C(C1=CC=CC=C1)N1N=C(C(=C1)C)CO ((1-benzyl-4-methyl-1H-pyrazol-3-yl)methanol), IC (Iodomethane), C(C1=CC=CC=C1)N1N=C(C(=C1)C)CO ((1-benzyl-4-methyl-1H-pyrazol-3-yl)methanol), [H-].[Na+] (sodium hydride). Run in C1CCOC1 (THF). Run at temperature 0 celsius, time 20 minute. The product is C(C1=CC=CC=C1)N1N=C(C(=C1)C)COC (1-Benzyl-3-(methoxymethyl)-4-methyl-1H-pyrazole). Yield: 82.6%. As a reaction SMILES: [CH2:1]([N:8]1[CH:12]=[C:11]([CH3:13])[C:10]([CH2:14][OH:15])=[N:9]1)[C:2]1[CH:7]=[CH:6][CH:5]=[CH:4][CH:3]=1.[H-].[Na+].I[CH3:19]>C1COCC1>[CH2:1]([N:8]1[CH:12]=[C:11]([CH3:13])[C:10]([CH2:14][O:15][CH3:19])=[N:9]1)[C:2]1[CH:3]=[CH:4][CH:5]=[CH:6][CH:7]=1 |f:1.2|. Reported procedure: Into a 250-mL 3-neck round-bottom flask, was placed a solution of (1-benzyl-4-methyl-1H-pyrazol-3-yl)methanol (compound 268.2, 1.7 g, 8.4 mmol) in THF (50 mL). The solution was cooled to 0° C., then sodium hydride (470 mg, 11.8 mmol, 60% dispersion in mineral oil) was added in portions at 0° C., and then the mixture was stirred for 20 min. Iodomethane (750 μL, 12 mmol) was added at 0° C., then the resulting mixture was stirred for 2 h at room temperature. The reaction was carefully quenched by d... Reaction SMILES: [Cl:1][C:2]1[C:3]2[NH:10][CH:9]=[CH:8][C:4]=2[N:5]=[CH:6][N:7]=1.C(=O)([O-])[O-].[Cs+].[Cs+].Br[CH2:18][CH2:19][O:20][CH2:21][CH3:22]>CN(C)C=O.O>[Cl:1][C:2]1[C:3]2[N:10]([CH2:18][CH2:19][O:20][CH2:21][CH3:22])[CH:9]=[CH:8][C:4]=2[N:5]=[CH:6][N:7]=1 |f:1.2.3|. Reactants: C([O-])([O-])=O.[Cs+].[Cs+] (cesium carbonate), ClC=1C2=C(N=CN1)C=CN2 (4-chloro-5H-pyrrolo[3,2-d]pyrimidine), BrCCOCC (1-Bromo-2-ethoxyethane). The solvent is O (water), CN(C=O)C (N,N-dimethylformamide). Reported procedure: To a suspension of 4-chloro-5H-pyrrolo[3,2-d]pyrimidine (500 mg) in N,N-dimethylformamide (4.5 mL) was added cesium carbonate (1324 mg) under ice-cooling, and the mixture was stirred while warming to room temperature for 15 min. 1-Bromo-2-ethoxyethane (1016 mg) was added to the reaction mixture, and the mixture was stirred at room temperature for 14 hrs. The reaction mixture was diluted with water (100 mL) and extracted with ethyl acetate (120 mL×3). The organic layer was washed with saturated b... Isolated yield 94.9%. The product is ClC=1C2=C(N=CN1)C=CN2CCOCC (4-chloro-5-(2-ethoxyethyl)-5H-pyrrolo[3,2-d]pyrimidine). The reactants are O=C([O-])[O-], CCOCC, CN1CCCC1=O, CC(Oc1ccc(Cl)cc1O)C(=O)O, O=[N+]([O-])c1ccc(F)cc1, [K+], [K+], O. The product is CC(Oc1ccc(Cl)cc1Oc1ccc([N+](=O)[O-])cc1)C(=O)O. RXN SMILES: [C:25](=[O:26])([O-:27])[O-:28].[CH2:39]([O:40][CH2:41][CH3:42])[CH3:43].[CH3:32][N:33]1[CH2:34][CH2:35][CH2:36][C:37]1=[O:38].[Cl:1][c:2]1[cH:3][c:4]([OH:14])[c:5]([O:6][CH:7]([C:8](=[O:9])[OH:10])[CH3:11])[cH:12][cH:13]1.[F:15][c:16]1[cH:17][cH:18][c:19]([N+:22](=[O:23])[O-:24])[cH:20][cH:21]1.[K+:29].[K+:30].[OH2:31]>>[Cl:1][c:2]1[cH:3][c:4]([O:14][c:16]2[cH:17][cH:18][c:19]([N+:22](=[O:23])[O-:24])[cH:20][cH:21]2)[c:5]([O:6][CH:7]([C:8](=[O:9])[OH:10])[CH3:11])[cH:12][cH:13]1.